Dataset: the Open Reaction Database (ORD), a public repository of structured organic reaction records. Task: describe an organic reaction: reactants, conditions, products, and yield The reactants are [H][H] (hydrogen), [H][H] (hydrogen), ClC=1C=C(C=C(C1C1CCCCC1)[N+](=O)[O-])C(C(=O)OCC)=O (ethyl 3-chloro-5-nitro-4-cyclohexylpenylglyoxylate), CO (methanol), C(CC(O)(C(=O)O)CC(=O)O)(=O)O (citric acid). Reagents/catalysts: [Pd] (palladium-on-carbon). Yields the product NC=1C=C(C=C(C1C1CCCCC1)Cl)C(C(=O)OCC)=O (ethyl 3-amino-5-chloro-4-cyclohexylphenylglyoxylate). As a reaction SMILES: [Cl:1][C:2]1[CH:3]=[C:4]([C:17](=[O:23])[C:18]([O:20][CH2:21][CH3:22])=[O:19])[CH:5]=[C:6]([N+:14]([O-])=O)[C:7]=1[CH:8]1[CH2:13][CH2:12][CH2:11][CH2:10][CH2:9]1.CO.C(O)(=O)CC(CC(O)=O)(C(O)=O)O.[H][H]>[Pd]>[NH2:14][C:6]1[CH:5]=[C:4]([C:17](=[O:23])[C:18]([O:20][CH2:21][CH3:22])=[O:19])[CH:3]=[C:2]([Cl:1])[C:7]=1[CH:8]1[CH2:9][CH2:10][CH2:11][CH2:12][CH2:13]1. Reported procedure: A mixture of 17.6 g. (0.05 moles) of ethyl 3-chloro-5-nitro-4-cyclohexylpenylglyoxylate in 100 ml. of methanol containing 0.05 moles of citric acid and 1.5 g. of 5% palladium-on-carbon is shaken with hydrogen at 3 atm. pressure and 27° C. until 3 moles of hydrogen are absorbed. The mixture is filtered, washed with methanol and the filtrate concentrated in vacuo to obtain ethyl 3-amino-5-chloro-4-cyclohexylphenylglyoxylate isolated as the citrate salt. Starting materials: CCC(=O)CC(=O)CC, CC(C)O, O=Cc1cc(O)c(O)c([N+](=O)[O-])c1. Yields the product CCC(=O)C(=Cc1cc(O)c(O)c([N+](=O)[O-])c1)C(=O)CC. RXN SMILES: [CH3:14][CH2:15][C:16]([CH2:17][C:18]([CH2:19][CH3:20])=[O:21])=[O:22].[CH3:23][CH:24]([OH:25])[CH3:26].[OH:1][c:2]1[cH:3][c:4]([CH:5]=[O:6])[cH:7][c:8]([N+:11](=[O:12])[O-:13])[c:9]1[OH:10]>>[OH:1][c:2]1[cH:3][c:4]([CH:5]=[C:17]([C:16]([CH2:15][CH3:14])=[O:22])[C:18]([CH2:19][CH3:20])=[O:21])[cH:7][c:8]([N+:11](=[O:12])[O-:13])[c:9]1[OH:10]. Reactants: [N+](=O)([O-])C1=CC=C(C=C1)S(=O)(=O)OCC1C(C1)(F)F ((2,2-difluorocyclopropyl)methyl 4-nitrobenzenesulfonate). Run in CCCCCC.C(C)O (hexane ethanol). Product: [N+](=O)([O-])C1=CC=C(C=C1)S(=O)(=O)OC[C@@H]1C(C1)(F)F (((1R)-2,2-difluorocyclopropyl)methyl 4-nitrobenzenesulfonate). As a reaction SMILES: [N+:1]([C:4]1[CH:9]=[CH:8][C:7]([S:10]([O:13][CH2:14][CH:15]2[CH2:17][C:16]2([F:19])[F:18])(=[O:12])=[O:11])=[CH:6][CH:5]=1)([O-:3])=[O:2]>CCCCCC.C(O)C>[N+:1]([C:4]1[CH:5]=[CH:6][C:7]([S:10]([O:13][CH2:14][C@H:15]2[CH2:17][C:16]2([F:19])[F:18])(=[O:11])=[O:12])=[CH:8][CH:9]=1)([O-:3])=[O:2] |f:1.2|. Procedure details: A racemate (48.4 g) of (2,2-difluorocyclopropyl)methyl 4-nitrobenzenesulfonate was resolved by HPLC (column: CHIRALPAK AD (trade name), 50 mmID×500 mL, DAICEL CHEMICAL INDUSTRIES, LTD., mobile phase:hexane/ethanol=50:50) to give the title compound having a shorter retention time (18.4 g). The steric configuration was determined by X ray structure analysis. The reactants are Br, CCN(C(C)C)C(C)C, COC(=O)C1=CCCNC1, CN(C)C=O, Cc1ccc(S(=O)(=O)OCC2COc3ccccc3C2)cc1. Product: COC(=O)C1=CCCN(CC2COc3ccccc3C2)C1. Reaction SMILES: [BrH:1].[CH2:12]([N:13]([CH:14]([CH3:15])[CH3:16])[CH:17]([CH3:18])[CH3:19])[CH3:20].[CH3:2][O:3][C:4](=[O:5])[C:6]1=[CH:11][CH2:10][CH2:9][NH:8][CH2:7]1.[CH3:43][N:44]([CH3:45])[CH:46]=[O:47].[c:21]1([CH3:22])[cH:23][cH:24][c:25]([S:26]([O:27][CH2:31][CH:32]2[CH2:33][O:34][c:35]3[cH:36][cH:37][cH:38][cH:39][c:40]3[CH2:41]2)(=[O:28])=[O:29])[cH:30][cH:42]1>>[CH3:2][O:3][C:4](=[O:5])[C:6]1=[CH:11][CH2:10][CH2:9][N:8]([CH2:31][CH:32]2[CH2:33][O:34][c:35]3[cH:36][cH:37][cH:38][cH:39][c:40]3[CH2:41]2)[CH2:7]1. The reactants are [N+](=O)([O-])C1=C(C=CC=C1)C(F)(F)F (2-Nitro-α,α,α-trifluorotoluene), [C-]#N.[K+] (potassium cyanide), O (water). Run in CS(=O)C (dimethyl sulphoxide). Product: FC(C1=C(C(C#N)=CC=C1)O)(F)F (3-trifluoromethyl-salicylonitrile). Reaction SMILES: [N+]([C:4]1[CH:9]=[CH:8][CH:7]=[CH:6][C:5]=1[C:10]([F:13])([F:12])[F:11])([O-])=O.[C-:14]#[N:15].[K+].[OH2:17]>CS(C)=O>[F:11][C:10]([F:13])([F:12])[C:5]1[CH:6]=[CH:7][CH:8]=[C:9]([C:14]#[N:15])[C:4]=1[OH:17] |f:1.2|. Reported procedure: 2-Nitro-α,α,α-trifluorotoluene (3.82 g.) was heated at 100°C for 3 hours with potassium cyanide (7.8 g.) in dimethyl sulphoxide (40 ml.). After pouring into water, the mixture was brought to pH 7 and filtered. Acidification, ether extraction, and removal of the ether gave a solid which was sublimed or crystallised from aqueous ethanol to give 3-trifluoromethyl-salicylonitrile, m.p. 134°C. Yields the product FC(F)(F)c1cc(Oc2ccccc2)ccc1Br. RXN SMILES: [Br:10][c:11]1[c:12]([C:18]([F:19])([F:20])[F:21])[cH:13][c:14]([OH:17])[cH:15][cH:16]1.[CH3:22][C:23](=[O:24])[O-:25].[CH3:26][C:27]1([CH3:28])[C:29]([CH3:30])([CH3:31])[O:32][B:33]([c:34]2[cH:35][cH:36][c:37]([O:38][c:39]3[cH:40][cH:41][cH:42][cH:43][cH:44]3)[cH:45][c:46]2[C:47]([F:48])([F:49])[F:50])[O:51]1.[Cl:52][CH2:53][Cl:54].[OH:1][B:2]([OH:3])[c:4]1[cH:5][cH:6][cH:7][cH:8][cH:9]1>>[c:4]1([O:17][c:14]2[cH:13][c:12]([C:18]([F:19])([F:20])[F:21])[c:11]([Br:10])[cH:16][cH:15]2)[cH:5][cH:6][cH:7][cH:8][cH:9]1. The reactants are Oc1ccc(Br)c(C(F)(F)F)c1, CC(=O)[O-], CC1(C)OB(c2ccc(Oc3ccccc3)cc2C(F)(F)F)OC1(C)C, ClCCl, OB(O)c1ccccc1.